This data is from the Open Reaction Database (ORD), a public repository of structured organic reaction records. The task is: describe an organic reaction: reactants, conditions, products, and yield Reactants: ON=C(C(=CCC(=O)OC)C1=CC=C(C=C1)OC)C1=CC=C(C=C1)OC (methyl 5-hydroxyimino-4,5-bis(4-methoxyphenyl)-3-pentenoate), S(O)(O)(=O)=O (sulfuric acid). The reagents and catalysts are O.O.O.O.C(C)(=O)[O-].[Co+2].C(C)(=O)[O-] (cobalt acetate tetrahydrate). Solvent: C(C)(=O)O (acetic acid). Yields the product COC(=O)CC1=C(C(=NO1)C1=CC=C(C=C1)OC)C1=CC=C(C=C1)OC (5-methoxycarbonylmethyl-3,4-bis(4-methoxyphenyl)isoxazole). Isolated yield 90.0%. RXN SMILES: [OH:1][N:2]=[C:3]([C:19]1[CH:24]=[CH:23][C:22]([O:25][CH3:26])=[CH:21][CH:20]=1)[C:4]([C:11]1[CH:16]=[CH:15][C:14]([O:17][CH3:18])=[CH:13][CH:12]=1)=[CH:5][CH2:6][C:7]([O:9][CH3:10])=[O:8].S(=O)(=O)(O)O>C(O)(=O)C.O.O.O.O.C([O-])(=O)C.[Co+2].C([O-])(=O)C>[CH3:10][O:9][C:7]([CH2:6][C:5]1[O:1][N:2]=[C:3]([C:19]2[CH:20]=[CH:21][C:22]([O:25][CH3:26])=[CH:23][CH:24]=2)[C:4]=1[C:11]1[CH:16]=[CH:15][C:14]([O:17][CH3:18])=[CH:13][CH:12]=1)=[O:8] |f:3.4.5.6.7.8.9|. Procedure details: A 3.7 g quantity of methyl 5-hydroxyimino-4,5-bis(4-methoxyphenyl)-3-pentenoate was heated at 60° C. with stirring for 24 hours in 40 ml of acetic acid in the presence of 0.4 g of cobalt acetate tetrahydrate while passing air through the mixture. After addition of 3N sulfuric acid, the reaction mixture was subjected to extraction with ethyl acetate, and the organic layer was washed with a saturated solution of potassium carbonate and then with a saturated aqueous solution of sodium chloride and ... The reactants are ClC1=NC2=CC=C(C=C2N=C1OC)Cl (2,6-dichloro-3-methoxyquinoxaline), O.NN (hydrazine hydrate). The solvent is C(C)O (ethanol). Product: ClC=1C=C2N=C(C(=NC2=CC1)NN)OC (6-chloro-2-hydrazino-3-methoxyquinoxaline). RXN SMILES: Cl[C:2]1[C:11]([O:12][CH3:13])=[N:10][C:9]2[C:4](=[CH:5][CH:6]=[C:7]([Cl:14])[CH:8]=2)[N:3]=1.O.[NH2:16][NH2:17]>C(O)C>[Cl:14][C:7]1[CH:8]=[C:9]2[C:4](=[CH:5][CH:6]=1)[N:3]=[C:2]([NH:16][NH2:17])[C:11]([O:12][CH3:13])=[N:10]2 |f:1.2|. Procedure: A mixture of 4.9 g. (0.02 mole) of 2,6-dichloro-3-methoxyquinoxaline and 2.7 g. (0.053 mole) of hydrazine hydrate (2.6 ml.) in 75 ml. of ethanol was stirred at room temperature overnight (i.e., at ca. 20° C. for approximately 16 hours). Upon completion of this step, the resulting mixture was filtered and the recovered precipitate was washed with ethanol to ultimately afford 4.4 g. (98%) of pure 6-chloro-2-hydrazino-3-methoyquinoxaline, m.p. 175°-179° C. (decomp.). Mass Spectrum: m/e, 224 (P); m/... Reactants: CN1CC2=CC=CC=C2C2(C1)OC1=C(C2)C=CC=C1 (N-methylspiro[benzofuran-2(3H),4'(2'H)-isoquinoline]), C1(=CC=CC=C1)OC(=O)Cl (phenylchloroformate). Solvent: ClCCl (dichloromethane). Reaction conditions: time 8 hour. Product: O(C1=CC=CC=C1)C(=O)N1CC2=CC=CC=C2C2(C1)OC1=C(C2)C=CC=C1 (N-Phenoxycarbonylspiro[benzofuran-2(3H),4'(2'H)-isoquinoline]). Yield: 69.7%. Reaction SMILES: C[N:2]1[CH2:11][C:10]2([CH2:15][C:14]3[CH:16]=[CH:17][CH:18]=[CH:19][C:13]=3[O:12]2)[C:9]2[C:4](=[CH:5][CH:6]=[CH:7][CH:8]=2)[CH2:3]1.[C:20]1([O:26][C:27](Cl)=[O:28])[CH:25]=[CH:24][CH:23]=[CH:22][CH:21]=1>ClCCl>[O:26]([C:27]([N:2]1[CH2:11][C:10]2([CH2:15][C:14]3[CH:16]=[CH:17][CH:18]=[CH:19][C:13]=3[O:12]2)[C:9]2[C:4](=[CH:5][CH:6]=[CH:7][CH:8]=2)[CH2:3]1)=[O:28])[C:20]1[CH:25]=[CH:24][CH:23]=[CH:22][CH:21]=1. Procedure details: To a previously flamed 2000 ml round-bottom flask is added N-methylspiro[benzofuran-2(3H),4'(2'H)-isoquinoline] (32.5 g) in dichloromethane (700 ml). To this is added phenylchloroformate (20 ml). The mixture is stirred overnight. Removal of the solvent yields an oil. Trituration with n-propanol followed by recrystallization of 4.0 g of the solid so formed from ethyl acetate yields 2.6 g (69.7%) of product, mp 128°. The reactants are [Li]CCCC, ClCC=Cc1ccccc1, C1=Cc2ccccc2C1, C1CCOC1. The product is C(=Cc1ccccc1)CC1C=Cc2ccccc21. As a reaction SMILES: [CH2:10]([Li:11])[CH2:12][CH2:13][CH3:14].[CH2:15]([CH:16]=[CH:17][c:18]1[cH:19][cH:20][cH:21][cH:22][cH:23]1)[Cl:24].[CH2:1]1[CH:2]=[CH:3][c:4]2[cH:5][cH:6][cH:7][cH:8][c:9]21.[CH2:25]1[O:26][CH2:27][CH2:28][CH2:29]1>>[CH:1]1([CH2:15][CH:16]=[CH:17][c:18]2[cH:19][cH:20][cH:21][cH:22][cH:23]2)[CH:2]=[CH:3][c:4]2[cH:5][cH:6][cH:7][cH:8][c:9]21. Reactants: FC(C1=CC=C(C(=O)N2CCN(CC2)CC(=O)OCC)C=C1)(F)F (Ethyl 2-(4-(4-(trifluoromethyl)benzoyl)piperazin-1-yl)acetate), NN (hydrazine). Run in CCO (EtOH). Yields the product FC(C1=CC=C(C(=O)N2CCN(CC2)CC(=O)NN)C=C1)(F)F (2-(4-(4-(trifluoromethyl)benzoyl)piperazin-1-yl)acetohydrazide). Isolated yield 61.3%. RXN SMILES: [F:1][C:2]([F:24])([F:23])[C:3]1[CH:22]=[CH:21][C:6]([C:7]([N:9]2[CH2:14][CH2:13][N:12]([CH2:15][C:16]([O:18]CC)=O)[CH2:11][CH2:10]2)=[O:8])=[CH:5][CH:4]=1.[NH2:25][NH2:26]>CCO>[F:24][C:2]([F:23])([F:1])[C:3]1[CH:22]=[CH:21][C:6]([C:7]([N:9]2[CH2:10][CH2:11][N:12]([CH2:15][C:16]([NH:25][NH2:26])=[O:18])[CH2:13][CH2:14]2)=[O:8])=[CH:5][CH:4]=1. Procedure details: Synthesized according to General Procedure C: 51i (4.00 g, 11.6 mmol, 1.0 equiv.), anhydrous hydrazine (1.5 mL, 46.4 mmol, 4.0 equiv.), EtOH (25 mL, 0.5 M). 46i (2.35 g, 61.4%) was obtained as a white solid after extraction without further purification. 1H-NMR (500 MHz, CDCl3) δ 8.09 (br s, 1H), 7.62 (d, 2H, J=8.0 Hz), 7.45 (d, 2H, J=8.0 Hz), 3.88 (br s, 2H) 3.75 (br s, 2H), 3.35 (br s, 2H), 3.07 (s, 2H), 2.56 (br s, 2H), 2.42 (br s, 2H). 13C-NMR (125 MHz, CDCl3) δ169.8, 168.9, 139.1 131.8 (q, J...